Dataset: the Open Reaction Database (ORD), a public repository of structured organic reaction records. Task: describe an organic reaction: reactants, conditions, products, and yield The reactants are CC(C)(C)O, Cc1cc(N)ccc1Oc1ccccc1, Clc1ncnc2ccc(I)cc12, CC(Cl)Cl. Product: Cc1cc(Nc2ncnc3ccc(I)cc23)ccc1Oc1ccccc1. Reaction SMILES: [C:32]([OH:33])([CH3:34])([CH3:35])[CH3:36].[CH3:13][c:14]1[cH:15][c:16]([NH2:17])[cH:18][cH:19][c:20]1[O:21][c:22]1[cH:23][cH:24][cH:25][cH:26][cH:27]1.[Cl:1][c:2]1[n:3][cH:4][n:5][c:6]2[cH:7][cH:8][c:9]([I:12])[cH:10][c:11]12.[Cl:28][CH:29]([Cl:30])[CH3:31]>>[c:2]1([NH:17][c:16]2[cH:15][c:14]([CH3:13])[c:20]([O:21][c:22]3[cH:23][cH:24][cH:25][cH:26][cH:27]3)[cH:19][cH:18]2)[n:3][cH:4][n:5][c:6]2[cH:7][cH:8][c:9]([I:12])[cH:10][c:11]12. The reactants are C(CCC)[N+](CCCC)(CCCC)CCCC.C(C)(C)(C)OC(=O)N[C@@H]1C(N([C@H]1C)S(=O)(=O)[O-])=O ((3S-trans)-3-[(t-butoxycarbonyl)amino]-4-methyl-2-oxo-1-azetidinesulfonic acid, tetrabutylammonium salt). Solvent: O (water). The product is N[C@@H]1C(N([C@@H]1C)S(=O)(=O)O)=O ((3S-cis)-3-Amino-4-methyl-2-oxo-1-azetidinesulfonic acid). RXN SMILES: C([N+](CCCC)(CCCC)CCCC)CCC.C(OC([NH:25][C@H:26]1[C@H:29]([CH3:30])[N:28]([S:31]([O-:34])(=[O:33])=[O:32])[C:27]1=[O:35])=O)(C)(C)C>O>[NH2:25][C@H:26]1[C@@H:29]([CH3:30])[N:28]([S:31]([OH:34])(=[O:32])=[O:33])[C:27]1=[O:35] |f:0.1|. Procedure details: Following the procedure of example 2D, but substituting (3S-cis)-3-[(t-butoxycarbonyl)-amino]-4-methyl-2-oxo-1-azetidinesulfonic acid, tetrabutylammonium salt for (3S-trans)-3-[(t-butoxycarbonyl)amino]-4-methyl-2-oxo-1-azetidinesulfonic acid, tetrabutylammonium salt yields the title compound, melting point 200° C., dec., [α]D21 =-61.8°[c=5.1, water]. Reactants: C, CCO, COc1ccc(O)c([N+](=O)[O-])c1, [Pd]. The product is COc1ccc(O)c(N)c1. Reaction SMILES: [C:16].[CH3:13][CH2:14][OH:15].[CH3:1][O:2][c:3]1[cH:4][c:5]([N+:10]([O-:11])=[O:12])[c:6]([OH:9])[cH:7][cH:8]1.[Pd:17]>>[CH3:1][O:2][c:3]1[cH:4][c:5]([NH2:10])[c:6]([OH:9])[cH:7][cH:8]1. Reactants: C(C)OC(/C(=C/C1CCCC1)/Br)=O ((Z)-2-bromo-3-cyclopentyl-acrylic acid ethyl ester), CSC1=CC=C(C=C1)B(O)O (4-(methylthio)benzene boronic acid), C(C)O (ethanol), C([O-])([O-])=O.[Na+].[Na+] (sodium carbonate). Reagents/catalysts: C1(=CC=CC=C1)P(C1=CC=CC=C1)(C1=CC=CC=C1)[Pd-4](P(C1=CC=CC=C1)(C1=CC=CC=C1)C1=CC=CC=C1)(P(C1=CC=CC=C1)(C1=CC=CC=C1)C1=CC=CC=C1)P(C1=CC=CC=C1)(C1=CC=CC=C1)C1=CC=CC=C1 (tetrakis(triphenylphosphino)palladium(0)). Solvent: C1(=CC=CC=C1)C (toluene). Yields the product C(C)OC(\C(=C\C1CCCC1)\C1=CC=C(C=C1)SC)=O ((E)-3-Cyclopentyl-2-(4-methylsulfanyl-phenyl)-acrylic acid ethyl ester). Isolated yield 85.6%. As a reaction SMILES: [CH2:1]([O:3][C:4](=[O:13])/[C:5](/Br)=[CH:6]/[CH:7]1[CH2:11][CH2:10][CH2:9][CH2:8]1)[CH3:2].[CH3:14][S:15][C:16]1[CH:21]=[CH:20][C:19](B(O)O)=[CH:18][CH:17]=1.C(O)C.C(=O)([O-])[O-].[Na+].[Na+]>C1(C)C=CC=CC=1.C1(P([Pd-4](P(C2C=CC=CC=2)(C2C=CC=CC=2)C2C=CC=CC=2)(P(C2C=CC=CC=2)(C2C=CC=CC=2)C2C=CC=CC=2)P(C2C=CC=CC=2)(C2C=CC=CC=2)C2C=CC=CC=2)(C2C=CC=CC=2)C2C=CC=CC=2)C=CC=CC=1>[CH2:1]([O:3][C:4](=[O:13])/[C:5](/[C:19]1[CH:20]=[CH:21][C:16]([S:15][CH3:14])=[CH:17][CH:18]=1)=[CH:6]/[CH:7]1[CH2:11][CH2:10][CH2:9][CH2:8]1)[CH3:2] |f:3.4.5|. Procedure: Following the method of example 54c, reaction of (Z)-2-bromo-3-cyclopentyl-acrylic acid ethyl ester (56.8 g, 229 mmol) with 4-(methylthio)benzene boronic acid (46.3 g, 276 mmol) and tetrakis(triphenylphosphino)palladium(0) (10.4 g, 3 mol %) in a mixture of toluene (1600 ml), ethanol (421 ml) and 2 M aqueous sodium carbonate solution (420 ml) affords the title compound as an oil (56.9 g). MS (m/e): 291.2 (M+H). Reaction SMILES: [Cl:1][C:2]1[CH:22]=[CH:21][C:5]([CH2:6][N:7]2[CH:12]=[C:11]([C:13]3[CH:18]=[CH:17][C:16]([OH:19])=[CH:15][CH:14]=3)[CH:10]=[CH:9][C:8]2=[O:20])=[C:4]([F:23])[CH:3]=1.C([O-])([O-])=O.[K+].[K+].Br[CH2:31][C:32]#[N:33]>C(#N)C>[Cl:1][C:2]1[CH:22]=[CH:21][C:5]([CH2:6][N:7]2[C:8](=[O:20])[CH:9]=[CH:10][C:11]([C:13]3[CH:18]=[CH:17][C:16]([O:19][CH2:31][C:32]#[N:33])=[CH:15][CH:14]=3)=[CH:12]2)=[C:4]([F:23])[CH:3]=1 |f:1.2.3|. Yields the product ClC1=CC(=C(CN2C=C(C=CC2=O)C2=CC=C(OCC#N)C=C2)C=C1)F (2-(4-(1-(4-chloro-2-fluorobenzyl)-6-oxo-1,6-dihydropyridin-3-yl)phenoxy)acetonitrile). Procedure details: According to Scheme 14 Method A: A suspension of 1-(4-chloro-2-fluorobenzyl)-5-(4-hydroxyphenyl)pyridin-2(1H)-one (1 eq, 1.21 mmol, 0.40 g), K2CO3 (10 eq, 12.1 mmol, 1.68 g) and 2-bromoacetonitrile (1 eq, 1.21 mmol, 0.15 g) in acetonitrile (10 mL) was heated in a microwave at 180° C. during 5 min. The reaction mixture was filtered, the filtrate was concentrated and the resulting crude residue was dissolved in CH2Cl2. The organic phase washed with water, dried over MgSO4, filtered and evaporated.... Starting materials: ClC1=CC(=C(CN2C(C=CC(=C2)C2=CC=C(C=C2)O)=O)C=C1)F (1-(4-chloro-2-fluorobenzyl)-5-(4-hydroxyphenyl)pyridin-2(1H)-one), C(=O)([O-])[O-].[K+].[K+] (K2CO3), BrCC#N (2-bromoacetonitrile). Reaction conditions: temperature 180 celsius. Isolated yield 42.1%. Solvent: C(C)#N (acetonitrile). Reactants: 182, ester, ester, methyl ester, C(\C=C\C=C/CCCCC)(=O)OCC (ethyl (2E,4Z)-decadienoate). The solvent is CO (methanol). Yields the product C(\C=C\C=C/CCCCC)(=O)OC (methyl (2E,4Z)-decadienoate). Reaction SMILES: [C:1]([O:12][CH2:13]C)(=[O:11])/[CH:2]=[CH:3]/[CH:4]=[CH:5]\[CH2:6][CH2:7][CH2:8][CH2:9][CH3:10]>CO>[C:1]([O:12][CH3:13])(=[O:11])/[CH:2]=[CH:3]/[CH:4]=[CH:5]\[CH2:6][CH2:7][CH2:8][CH2:9][CH3:10]. Reported procedure: Mass spectra (MS) were obtained in the electron impact mode at 70 eV using a Finnigan 4510 GC-MS. The MS of the major male-specific compound detected in E. conspersus aeration samples gave a prominent molecular ion a m/z 182 (ca. 20%), but a matching spectrum was not found in the GC-MS computer library of spectra (>31,000 MS) (FIG. 2). The presence of an M-31 peak at m/z 151 suggested a methyl ester structure for this component, as did ions at m/z 59 ([O=C--O--CH3 ]+) and m/z 74 ([CH2 =C(OH)--OC... The reactants are ClC1=C(C=CC(=C1)C(NC)=O)N(C(=O)C1=CC2=C(C3=C(OCC2)C=CC(=C3)C#N)S1)C (N-(2-chloro-4-(methylcarbamoyl)phenyl)-9-cyano-N-methyl-4,5-dihydrobenzo[b]thieno[2,3-d]oxepine-2-carboxamide), C([O-])([O-])=O.[K+].[K+] (potassium carbonate), OO (hydrogen peroxide), solution. Reaction conditions: time 16 hour. As a reaction SMILES: [Cl:1][C:2]1[CH:7]=[C:6]([C:8](=[O:11])[NH:9][CH3:10])[CH:5]=[CH:4][C:3]=1[N:12]([CH3:31])[C:13]([C:15]1[S:30][C:18]2[C:19]3[CH:27]=[C:26]([C:28]#[N:29])[CH:25]=[CH:24][C:20]=3[O:21][CH2:22][CH2:23][C:17]=2[CH:16]=1)=[O:14].C(=O)([O-])[O-:33].[K+].[K+].OO>CS(C)=O.O>[Cl:1][C:2]1[CH:7]=[C:6]([C:8](=[O:11])[NH:9][CH3:10])[CH:5]=[CH:4][C:3]=1[N:12]([CH3:31])[C:13]([C:15]1[S:30][C:18]2[C:19]3[CH:27]=[C:26]([C:28]([NH2:29])=[O:33])[CH:25]=[CH:24][C:20]=3[O:21][CH2:22][CH2:23][C:17]=2[CH:16]=1)=[O:14] |f:1.2.3|. Procedure: To a solution of N-(2-chloro-4-(methylcarbamoyl)phenyl)-9-cyano-N-methyl-4,5-dihydrobenzo[b]thieno[2,3-d]oxepine-2-carboxamide 298 (100 mg) and potassium carbonate (37 mg) in DMSO (3 mL) at 0° C. was added hydrogen peroxide (30 μL of a 33% solution in water). The reaction was stirred at room temperature for 16 h. Water was then added and the resulting solid collected by filtration and air-dried to give 306. NMR: (DMSO): 2.81 (3H, d, J 4.5, Me), 2.91-2.93 (2H, m), 3.68 (3H, s, Me), 4.19-4.22 (2H,... The solvent is CS(=O)C (DMSO), O (water), O (Water). The product is ClC1=C(C=CC(=C1)C(NC)=O)N(C(=O)C1=CC2=C(C3=C(OCC2)C=CC(=C3)C(=O)N)S1)C (N2-(2-chloro-4-(methylcarbamoyl)phenyl)-N2-methyl-4,5-dihydrobenzo[b]thieno[2,3-d]oxepine-2,9-dicarboxamide).